This data is from the Open Reaction Database (ORD), a public repository of structured organic reaction records. The task is: describe an organic reaction: reactants, conditions, products, and yield Reactants: [N+](=O)([O-])C=1C=C(C=O)C=CC1 (3-Nitrobenzaldehyde), Cl.ON (hydroxyamine HCl), C(=O)([O-])[O-].[Na+].[Na+] (Na2CO3). Solvent: C(C)O.O (ethyl alcohol water). Conditions: time 1 hour. Yields the product ON=CC1=CC(=CC=C1)[N+](=O)[O-] (Hydroxyiminomethyl-3-nitrobenzene). The yield is 90.7%. As a reaction SMILES: [N+:1]([C:4]1[CH:5]=[C:6]([CH:9]=[CH:10][CH:11]=1)[CH:7]=O)([O-:3])=[O:2].Cl.[OH:13][NH2:14].C([O-])([O-])=O.[Na+].[Na+]>C(O)C.O>[OH:13][N:14]=[CH:7][C:6]1[CH:9]=[CH:10][CH:11]=[C:4]([N+:1]([O-:3])=[O:2])[CH:5]=1 |f:1.2,3.4.5,6.7|. Procedure details: 3-Nitrobenzaldehyde (3.00 g, 19.9 mmol) and hydroxyamine HCl (1.79 g, 25.8 mmol) were dissolved in 60 mL of ethyl alcohol/water (1/1, v/v) solution. While stirring the reaction mixture, Na2CO3 (2.74 g, 25.8 mmol) was added slowly at below 0. The reaction was continued for 1 hr in an oil bath preheated to 60-65. After the reaction was completed, 3.0 g (92%) of the target product was obtained by extracting with ethyl acetate, drying over anhydrous MgSO4 and removing the solvent under reduced press... Reactants: ClC(Cl)Cl, CCOC(=O)c1cnn(-c2cc(I)cc(-c3cc(C)ccc3OC)n2)c1C(F)(F)F, C[Si](C)(C)I. The product is CCOC(=O)c1cnn(-c2cc(I)cc(-c3cc(C)ccc3O)n2)c1C(F)(F)F. RXN SMILES: [CH:36]([Cl:37])([Cl:38])[Cl:39].[I:1][c:2]1[cH:3][c:4](-[n:17]2[n:18][cH:19][c:20]([C:26](=[O:27])[O:28][CH2:29][CH3:30])[c:21]2[C:22]([F:23])([F:24])[F:25])[n:5][c:6](-[c:8]2[c:9]([O:15][CH3:16])[cH:10][cH:11][c:12]([CH3:14])[cH:13]2)[cH:7]1.[I:31][Si:32]([CH3:33])([CH3:34])[CH3:35]>>[I:1][c:2]1[cH:3][c:4](-[n:17]2[n:18][cH:19][c:20]([C:26](=[O:27])[O:28][CH2:29][CH3:30])[c:21]2[C:22]([F:23])([F:24])[F:25])[n:5][c:6](-[c:8]2[c:9]([OH:15])[cH:10][cH:11][c:12]([CH3:14])[cH:13]2)[cH:7]1. Starting materials: C(C1=CC=CC=C1)N1C(=C(C=C1C(F)(F)F)C1=CC=C(C=C1)Cl)C(=O)N(C)CC(C)(C)C#N (1-Benzyl-3-(4-chlorophenyl)-N-(2-cyano-2-methyl-propyl)-N-methyl-5-(trifluoromethyl)-1H-pyrrole-2-carboxylic acid amide), CoCl2, C(C1=CC=CC=C1)N1C(=C(C=C1C(F)(F)F)C1=CC=C(C=C1)Cl)C(=O)N(C)CC(C)(C)C#N (1-Benzyl-3-(4-chlorophenyl)-N-(2-cyano-2-methyl-propyl)-N-methyl-5-(trifluoromethyl)-1H-pyrrole-2-carboxylic acid amide), CoCl2, [BH4-].[Na+] (NaBH4), [BH4-].[Na+] (NaBH4). The solvent is CO (MeOH), CO (MeOH). Conditions: time 30 minute. Product: NCC(CN(C(=O)C=1N(C(=CC1C1=CC=C(C=C1)Cl)C(F)(F)F)CC1=CC=CC=C1)C)(C)C (N-(3-Amino-2,2-dimethyl-propyl)-1-benzyl-3-(4-chlorophenyl)-N-methyl-5-(trifluoromethyl)-1H-pyrrole-2-carboxylic acid amide). The yield is 50.8%. RXN SMILES: [CH2:1]([N:8]1[C:12]([C:13]([F:16])([F:15])[F:14])=[CH:11][C:10]([C:17]2[CH:22]=[CH:21][C:20]([Cl:23])=[CH:19][CH:18]=2)=[C:9]1[C:24]([N:26]([CH2:28][C:29]([C:32]#[N:33])([CH3:31])[CH3:30])[CH3:27])=[O:25])[C:2]1[CH:7]=[CH:6][CH:5]=[CH:4][CH:3]=1.[BH4-].[Na+]>CO>[NH2:33][CH2:32][C:29]([CH3:31])([CH3:30])[CH2:28][N:26]([CH3:27])[C:24]([C:9]1[N:8]([CH2:1][C:2]2[CH:3]=[CH:4][CH:5]=[CH:6][CH:7]=2)[C:12]([C:13]([F:16])([F:15])[F:14])=[CH:11][C:10]=1[C:17]1[CH:18]=[CH:19][C:20]([Cl:23])=[CH:21][CH:22]=1)=[O:25] |f:1.2|. Procedure: To a stirred solution of SC-187 (31 mg, 0.276 mmol) in dry MeOH (3 mL) was added CoCl2 (54 4, 1.382 mmol) under an inert atmosphere. NaBH4 (199 mg, 5.25 mmol) was added in three equal portions under a nitrogen atmosphere at −5° C. The grey reaction mixture was stirred at room temperature during 30 min. and quenched with ice (20 mL) and aqueous 0.5 M KHSO4 (20 mL). DCM (10 mL) was added and both layers were filtered over Celite. The aqueous layer was extracted twice with DCM (10 mL). The combined... Reactants: CC=1C=C(C2=C(NC(O2)=O)C1)C (5,7-dimethyl-2-benzoxazolinone), [H-].[Na+] (sodium hydride), BrCC(=O)OC(C)(C)C (tert-butyl bromoacetate). Run in CN(C)C=O (DMF). Conditions: time 10 minute. Yields the product CC=1C=C(C2=C(N(C(O2)=O)CC(=O)OC(C)(C)C)C1)C (tert-Butyl (5,7-dimethyl-2-oxo-1,3-benzoxazol-3(2H)-yl)acetate). As a reaction SMILES: [CH3:1][C:2]1[CH:3]=[C:4]([CH3:12])[C:5]2[O:9][C:8](=[O:10])[NH:7][C:6]=2[CH:11]=1.[H-].[Na+].Br[CH2:16][C:17]([O:19][C:20]([CH3:23])([CH3:22])[CH3:21])=[O:18]>CN(C=O)C>[CH3:1][C:2]1[CH:3]=[C:4]([CH3:12])[C:5]2[O:9][C:8](=[O:10])[N:7]([CH2:16][C:17]([O:19][C:20]([CH3:23])([CH3:22])[CH3:21])=[O:18])[C:6]=2[CH:11]=1 |f:1.2|. Procedure: To a stirred solution of 5,7-dimethyl-2-benzoxazolinone (200 mg, 1.23 mmol) in DMF (2 mL) was added sodium hydride (59 mg of a 60% dispersion in mineral oil, 1.47 mmol). The mixture was stirred at ambient temperature for 10 min, then tert-butyl bromoacetate (287 mg, 1.47 mmol) was added and stirring was continued for 2 h. The reaction mixture was quenched with H2O and purified directly by HPLC using a reversed phase C18 column and eluting with a gradient of H2O:CH3CN:CF3CO2H—90:10:0.1 to 5:95:0....